Dataset: the Open Reaction Database (ORD), a public repository of structured organic reaction records. Task: describe an organic reaction: reactants, conditions, products, and yield RXN SMILES: C(OP([CH2:9][C:10]([O-:12])=[O:11])(OCC)=O)C.[H-].[Na+].O[CH:16]1[C:24]2[C:19](=[CH:20][CH:21]=[C:22]([C:25]([F:28])([F:27])[F:26])[CH:23]=2)[C:18](=[O:29])[N:17]1[CH2:30][C:31]([F:34])([F:33])[F:32].C(=O)([O-])O.[Na+].[CH2:40]([CH2:43]OC)OC>>[O:29]=[C:18]1[C:19]2[C:24](=[CH:23][C:22]([C:25]([F:28])([F:27])[F:26])=[CH:21][CH:20]=2)[CH:16]([CH2:9][C:10]([O:12][CH2:40][CH3:43])=[O:11])[N:17]1[CH2:30][C:31]([F:34])([F:33])[F:32] |f:1.2,4.5|. Conditions: time 10 minute. Product: O=C1N(C(C2=CC(=CC=C12)C(F)(F)F)CC(=O)OCC)CC(F)(F)F (ethyl (RS)-[3-oxo-2-(2,2,2-trifluoroethyl)-6-trifluoromethyl-2,3-dihydro-1H-isoindol-1-yl]acetate). Reported procedure: Under argon, ethyl. (diethoxyphosphoryl)acetate (135 mg, 0.6 mmol) was dissolved in anhydrous dimethoxyethane (10 ml). 17.6 mg of NaH (60% in oil) were added at RT to this solution which was stirred at RT for 10 min. Afterward, a solution of 120 mg (0.04 mmol) of (RS)-3-hydroxy-2-(2,2,2-trifluoroethyl)-5-trifluoromethyl-2,3-dihydroisoindol-1-one in anhydrous dimethoxyethane (5 ml) was added and the mixture was subsequently stirred at reflux for 2 h. The reaction solution was left to cool; the re... The reactants are OC1N(C(C2=CC=C(C=C12)C(F)(F)F)=O)CC(F)(F)F ((RS)-3-hydroxy-2-(2,2,2-trifluoroethyl)-5-trifluoromethyl-2,3-dihydroisoindol-1-one), C(OC)COC (dimethoxyethane), C(O)([O-])=O.[Na+] (sodium hydrogencarbonate), C(C)OP(=O)(OCC)CC(=O)[O-] ((diethoxyphosphoryl)acetate), C(OC)COC (dimethoxyethane), [H-].[Na+] (NaH). The yield is 61.0%.